This data is from the Open Reaction Database (ORD), a public repository of structured organic reaction records. The task is: describe an organic reaction: reactants, conditions, products, and yield Starting materials: CCCCP(CCCC)CCCC, Cc1ccccc1, CCCCCC, O=C(N=NC(=O)N1CCCCC1)N1CCCCC1, COC(=O)CCc1ccc(O)cc1, C=C(c1ccccc1)c1cccc(CO)c1. Product: C=C(c1ccccc1)c1cccc(COc2ccc(CCC(=O)OC)cc2)c1. As a reaction SMILES: [CH2:30]([P:31]([CH2:32][CH2:33][CH2:34][CH3:35])[CH2:36][CH2:37][CH2:38][CH3:39])[CH2:40][CH2:41][CH3:42].[CH3:61][c:62]1[cH:63][cH:64][cH:65][cH:66][cH:67]1.[CH3:68][CH2:69][CH2:70][CH2:71][CH2:72][CH3:73].[N:43]([C:44]([N:45]1[CH2:46][CH2:47][CH2:48][CH2:49][CH2:50]1)=[O:51])=[N:52][C:53]([N:54]1[CH2:55][CH2:56][CH2:57][CH2:58][CH2:59]1)=[O:60].[OH:1][c:2]1[cH:3][cH:4][c:5]([CH2:8][CH2:9][C:10](=[O:11])[O:12][CH3:13])[cH:6][cH:7]1.[c:14]1([C:20](=[CH2:21])[c:22]2[cH:23][c:24]([CH2:28][OH:29])[cH:25][cH:26][cH:27]2)[cH:15][cH:16][cH:17][cH:18][cH:19]1>>[O:1]([c:2]1[cH:3][cH:4][c:5]([CH2:8][CH2:9][C:10](=[O:11])[O:12][CH3:13])[cH:6][cH:7]1)[CH2:28][c:24]1[cH:23][c:22]([C:20]([c:14]2[cH:15][cH:16][cH:17][cH:18][cH:19]2)=[CH2:21])[cH:27][cH:26][cH:25]1. The reactants are CCOC(=O)/N=N/C(=O)OCC (DEAD), C(C)(=O)OCC1=NC(C2=C(N1CC1=C(C(=CC=C1)C(F)(F)F)C)N=C(S2)N2CCOCC2)=O ([4-{[2-methyl-3-(trifluoromethyl)phenyl]methyl}-2-(4-morpholinyl)-7-oxo-4,7-dihydro[1,3]thiazolo[4,5-d]pyrimidin-5-yl]methyl acetate), C1(NC(C2=CC=CC=C12)=O)=O (1H-isoindole-1,3(2H)-dione), C1(=CC=CC=C1)P(C1=CC=CC=C1)C1=CC=CC=C1 (triphenylphosphine). Run in O1CCCC1 (Tetrahydrofuran). Run at time 8 hour. Product: CC1=C(C=CC=C1C(F)(F)F)CN1C(=NC(C2=C1N=C(S2)N2CCOCC2)=O)CN2C(C1=CC=CC=C1C2=O)=O (2-{[4-{[2-methyl-3-(trifluoromethyl)phenyl]methyl}-2-(4-morpholinyl)-7-oxo-4,7-dihydro[1,3]thiazolo[4,5-d]pyrimidin-5-yl]methyl}-1H-isoindole-1,3(2H)-dione). As a reaction SMILES: CCOC(/N=N/C(OCC)=O)=O.C(O[CH2:17][C:18]1[N:23]([CH2:24][C:25]2[CH:30]=[CH:29][CH:28]=[C:27]([C:31]([F:34])([F:33])[F:32])[C:26]=2[CH3:35])[C:22]2[N:36]=[C:37]([N:39]3[CH2:44][CH2:43][O:42][CH2:41][CH2:40]3)[S:38][C:21]=2[C:20](=[O:45])[N:19]=1)(=O)C.[C:46]1(=[O:56])[C:54]2[C:49](=[CH:50][CH:51]=[CH:52][CH:53]=2)[C:48](=[O:55])[NH:47]1.C1(P(C2C=CC=CC=2)C2C=CC=CC=2)C=CC=CC=1>O1CCCC1>[CH3:35][C:26]1[C:27]([C:31]([F:32])([F:33])[F:34])=[CH:28][CH:29]=[CH:30][C:25]=1[CH2:24][N:23]1[C:22]2[N:36]=[C:37]([N:39]3[CH2:40][CH2:41][O:42][CH2:43][CH2:44]3)[S:38][C:21]=2[C:20](=[O:45])[N:19]=[C:18]1[CH2:17][N:47]1[C:48](=[O:55])[C:49]2[C:54](=[CH:53][CH:52]=[CH:51][CH:50]=2)[C:46]1=[O:56]. Procedure details: DEAD (0.035 mL, 0.221 mmol) was added to a solution of 5-(hydroxymethyl)-4-{[2-methyl-3-(trifluoromethyl)phenyl]methyl}-2-(4-morpholinyl)[1,3]thiazolo[4,5-d]pyrimidin-7(4H)-one (Example 113, 65 mg, 0.148 mmol), 1H-isoindole-1,3(2H)-dione (26.1 mg, 0.177 mmol) and triphenylphosphine (58.1 mg, 0.221 mmol) in Tetrahydrofuran (THF) (2 mL). The reaction was stirred at RT for overnight. The mixture was partitioned between DCM and NaCl solution, the organic layer was dried over MgSO4 and was concentrat... The reactants are [N+](=O)(OCC(CCCCO)O[N+](=O)[O-])[O-] (6-Hydroxyhexane-1,2-diyl dinitrate), [N+](=O)(OCC(CCCCO)O[N+](=O)[O-])[O-] (6-Hydroxyhexane-1,2-diyl dinitrate), N,N-dimethylaminopyridine, C(C)OC1=NC2=C(N1CC1=CC=C(C=C1)C1=C(C=CC=C1)C1=NN=NN1C(C1=CC=CC=C1)(C1=CC=CC=C1)C1=CC=CC=C1)C(=CC=C2)C(=O)OC(C)(OC(=O)OC2=CC=C(C=C2)[N+](=O)[O-])C (1-methyl-1-{[(4-nitrophenoxy)carbonyl]oxy}ethyl 2-ethoxy-1-{[2′-(1-trityl-1H-tetrazol-5-yl)biphenyl-4-yl]methyl}-1H-benzimidazole-7-carboxylate), C(C)OC1=NC2=C(N1CC1=CC=C(C=C1)C1=C(C=CC=C1)C1=NN=NN1C(C1=CC=CC=C1)(C1=CC=CC=C1)C1=CC=CC=C1)C(=CC=C2)C(=O)OC(C)(OC(=O)OC2=CC=C(C=C2)[N+](=O)[O-])C (1-methyl-1-{[(4-nitrophenoxy)carbonyl]oxy}ethyl 2-ethoxy-1-{[2′-(1-trityl-1H-tetrazol-5-yl)biphenyl-4-yl]methyl}-1H-benzimidazole-7-carboxylate). Solvent: ClCCl (dichloromethane). Reaction conditions: time 18 hour. Yields the product C(C)OC1=NC2=C(N1CC1=CC=C(C=C1)C1=C(C=CC=C1)C1=NN=NN1C(C1=CC=CC=C1)(C1=CC=CC=C1)C1=CC=CC=C1)C(=CC=C2)C(=O)OC(C)(C)OC(=O)OCCCCC(CO[N+](=O)[O-])O[N+](=O)[O-] (1-[({[5,6-bis(nitrooxy)hexyl]oxy}carbonyl)oxy]-1-methylethyl 2-ethoxy-1-{[2′-(1-trityl-1H-tetrazol-5-yl)biphenyl-4-yl]methyl}-1H-benzimidazole-7-carboxylate). Reaction SMILES: [N+:1]([O-:15])([O:3][CH2:4][CH:5]([O:11][N+:12]([O-:14])=[O:13])[CH2:6][CH2:7][CH2:8][CH2:9][OH:10])=[O:2].[CH2:16]([O:18][C:19]1[N:23]([CH2:24][C:25]2[CH:30]=[CH:29][C:28]([C:31]3[CH:36]=[CH:35][CH:34]=[CH:33][C:32]=3[C:37]3[N:41]([C:42]([C:55]4[CH:60]=[CH:59][CH:58]=[CH:57][CH:56]=4)([C:49]4[CH:54]=[CH:53][CH:52]=[CH:51][CH:50]=4)[C:43]4[CH:48]=[CH:47][CH:46]=[CH:45][CH:44]=4)[N:40]=[N:39][N:38]=3)=[CH:27][CH:26]=2)[C:22]2[C:61]([C:65]([O:67][C:68]([CH3:83])([O:70][C:71](OC3C=CC([N+]([O-])=O)=CC=3)=[O:72])[CH3:69])=[O:66])=[CH:62][CH:63]=[CH:64][C:21]=2[N:20]=1)[CH3:17]>ClCCl>[CH2:16]([O:18][C:19]1[N:23]([CH2:24][C:25]2[CH:30]=[CH:29][C:28]([C:31]3[CH:36]=[CH:35][CH:34]=[CH:33][C:32]=3[C:37]3[N:41]([C:42]([C:55]4[CH:56]=[CH:57][CH:58]=[CH:59][CH:60]=4)([C:49]4[CH:54]=[CH:53][CH:52]=[CH:51][CH:50]=4)[C:43]4[CH:48]=[CH:47][CH:46]=[CH:45][CH:44]=4)[N:40]=[N:39][N:38]=3)=[CH:27][CH:26]=2)[C:22]2[C:61]([C:65]([O:67][C:68]([O:70][C:71]([O:10][CH2:9][CH2:8][CH2:7][CH2:6][CH:5]([O:11][N+:12]([O-:14])=[O:13])[CH2:4][O:3][N+:1]([O-:15])=[O:2])=[O:72])([CH3:83])[CH3:69])=[O:66])=[CH:62][CH:63]=[CH:64][C:21]=2[N:20]=1)[CH3:17]. Reported procedure: 6-Hydroxyhexane-1,2-diyl dinitrate (intermediate 1, 0.082 g, 0.36 mmol) and N,N-dimethylaminopyridine (0.029 g, 0.11 mmol) were added to a stirred dichloromethane (3.5 mL) solution of 1-methyl-1-{[(4-nitrophenoxy)carbonyl]oxy}ethyl 2-ethoxy-1-{[2′-(1-trityl-1H-tetrazol-5-yl)biphenyl-4-yl]methyl}-1H-benzimidazole-7-carboxylate (intermediate 9, 0.220 g, 0.24 mmol). The solution was stirred at room temperature for 18 hours. Then it was washed with a 5% solution of sodium dihydrogenphosphate (2×10 m... Reactants: S(=O)(=O)([O-])[O-].[K+].[K+] (Potassium sulphate), O.[OH-].[Li+] (lithium hydroxide hydrate), ClC1=CC=C(C[C@H](C(=O)OC)NC[C@@H]2N(CC3=CC=CC=C3C2)C(=O)OC(C)(C)C)C=C1 (tert-butyl (3R)-3-({[(1R)-1-(4-chlorobenzyl)-2-methoxy-2-oxoethyl]amino}methyl)-3,4-dihydroisoquinoline-2(1H)-carboxylate), O.[OH-].[Li+] (lithium hydroxide hydrate). The solvent is mixture, O1CCCC1.O (tetrahydrofuran water), ( 1/1/1 ). Reaction conditions: temperature 0 celsius. The product is C(C)(C)(C)OC(=O)N1CC2=CC=CC=C2C[C@@H]1CN[C@H](CC1=CC=C(C=C1)Cl)C(=O)O (N-{[(3R)-2-(tert-butoxycarbonyl)-1,2,3,4-tetrahydroisoquinolin-3-yl]methyl}-4-chloro-D-phenylalanine). RXN SMILES: [Cl:1][C:2]1[CH:32]=[CH:31][C:5]([CH2:6][C@@H:7]([NH:12][CH2:13][C@H:14]2[CH2:23][C:22]3[C:17](=[CH:18][CH:19]=[CH:20][CH:21]=3)[CH2:16][N:15]2[C:24]([O:26][C:27]([CH3:30])([CH3:29])[CH3:28])=[O:25])[C:8]([O:10]C)=[O:9])=[CH:4][CH:3]=1.O.[OH-].[Li+].S([O-])([O-])(=O)=O.[K+].[K+]>O1CCCC1.O>[C:27]([O:26][C:24]([N:15]1[C@@H:14]([CH2:13][NH:12][C@@H:7]([C:8]([OH:10])=[O:9])[CH2:6][C:5]2[CH:4]=[CH:3][C:2]([Cl:1])=[CH:32][CH:31]=2)[CH2:23][C:22]2[C:17](=[CH:18][CH:19]=[CH:20][CH:21]=2)[CH2:16]1)=[O:25])([CH3:30])([CH3:28])[CH3:29] |f:1.2.3,4.5.6,7.8|. Procedure details: 6.4 g of tert-butyl (3R)-3-({[(1R)-1-(4-chlorobenzyl)-2-methoxy-2-oxoethyl]amino}methyl)-3,4-dihydroisoquinoline-2(1H)-carboxylate are dissolved in 150 ml of a mixture of tetrahydrofuran/water/MeoH (1/1/1) at 0° C., and 0.99 g of lithium hydroxide hydrate is added. Stirring is maintained at 0° C. for 3 h. 0.5 g of lithium hydroxide hydrate is then added. The medium is maintained at 0° C. for 16 h. Potassium sulphate is added up to a pH of 7. The precipitate obtained is filter-dried and rinsed wi... Reactants: CN(C)CCNC(C(=O)Nc1ccc(C(C)(C)C)cc1)c1ccc(C=CC(=O)Nc2ccccc2NC(=O)OC(C)(C)C)cc1, CO, Cl. Product: CN(C)CCNC(C(=O)Nc1ccc(C(C)(C)C)cc1)c1ccc(C=CC(=O)Nc2ccccc2N)cc1. Reaction SMILES: [C:1]([O:2][C:3](=[O:4])[NH:7][c:8]1[c:9]([NH:14][C:15]([CH:16]=[CH:17][c:18]2[cH:19][cH:20][c:21]([CH:24]([NH:25][CH2:26][CH2:27][N:28]([CH3:29])[CH3:30])[C:31]([NH:32][c:33]3[cH:34][cH:35][c:36]([C:39]([CH3:40])([CH3:41])[CH3:42])[cH:37][cH:38]3)=[O:43])[cH:22][cH:23]2)=[O:44])[cH:10][cH:11][cH:12][cH:13]1)([CH3:5])([CH3:6])[CH3:45].[CH3:47][OH:48].[ClH:46]>>[NH2:7][c:8]1[c:9]([NH:14][C:15]([CH:16]=[CH:17][c:18]2[cH:19][cH:20][c:21]([CH:24]([NH:25][CH2:26][CH2:27][N:28]([CH3:29])[CH3:30])[C:31]([NH:32][c:33]3[cH:34][cH:35][c:36]([C:39]([CH3:40])([CH3:41])[CH3:42])[cH:37][cH:38]3)=[O:43])[cH:22][cH:23]2)=[O:44])[cH:10][cH:11][cH:12][cH:13]1. The reactants are BrC1=C(C=C(C=C1)O)C (4-bromo-3-methyl-phenol), BrCC1=C(C=NN1C1=C(C=CC=C1Cl)Cl)C(C)C (5-bromomethyl-1-(2,6-dichloro-phenyl)-4-isopropyl-1H-pyrazole), C([O-])([O-])=O.[K+].[K+] (potassium carbonate). Solvent: CN(C=O)C (dimethylformamide). Reaction conditions: temperature 80 celsius. The product is BrC1=C(C=C(OCC2=C(C=NN2C2=C(C=CC=C2Cl)Cl)C(C)C)C=C1)C (5-(4-bromo-3-methyl-phenoxymethyl)-1-(2,6-dichloro-phenyl)-4-isopropyl-1H-pyrazole). The yield is 94.2%. As a reaction SMILES: [Br:1][C:2]1[CH:7]=[CH:6][C:5]([OH:8])=[CH:4][C:3]=1[CH3:9].Br[CH2:11][C:12]1[N:16]([C:17]2[C:22]([Cl:23])=[CH:21][CH:20]=[CH:19][C:18]=2[Cl:24])[N:15]=[CH:14][C:13]=1[CH:25]([CH3:27])[CH3:26].C(=O)([O-])[O-].[K+].[K+]>CN(C)C=O>[Br:1][C:2]1[CH:7]=[CH:6][C:5]([O:8][CH2:11][C:12]2[N:16]([C:17]3[C:18]([Cl:24])=[CH:19][CH:20]=[CH:21][C:22]=3[Cl:23])[N:15]=[CH:14][C:13]=2[CH:25]([CH3:27])[CH3:26])=[CH:4][C:3]=1[CH3:9] |f:2.3.4|. Procedure: A solution of 4-bromo-3-methyl-phenol (135 mg, 0.723 mmol) and 5-bromomethyl-1-(2,6-dichloro-phenyl)-4-isopropyl-1H-pyrazole (210 mg, 0.603 mmol) in dimethylformamide (1.0 mL) is treated with potassium carbonate (84 mg, 0.603 mmol). The reaction mixture is heated at 80° C. for 60 minutes and cooled to room temperature. The mixture is loaded directly onto a silica gel column and purified with 25% EtOAc/Hexanes to provide 5-(4-bromo-3-methyl-phenoxymethyl)-1-(2,6-dichloro-phenyl)-4-isopropyl-1H-py... Starting materials: C(Cl)Cl (methylene chloride), BrC1=C(C=CC2=CC=CC=C12)CC#N (α-(1-bromo-2-naphthyl)acetonitrile), [OH-].[Na+] (sodium hydroxide), 41.82, ClCCN(C(C)C)C(C)C (2-chloro-N,N-diisopropylethylamine), C(Cl)Cl (methylene chloride). The reagents and catalysts are [Cl-].C(C1=CC=CC=C1)[N+](CC)(CC)CC (benzyltriethylammonium chloride). Solvent: O (water). Conditions: time 2 hour. Yields the product BrC1=C(C=CC2=CC=CC=C12)C(C#N)CCN(C(C)C)C(C)C (α-(1-bromo-2-naphthyl)-α-[2-(diisopropylamino)ethyl]acetonitrile). Reaction SMILES: [Br:1][C:2]1[C:11]2[C:6](=[CH:7][CH:8]=[CH:9][CH:10]=2)[CH:5]=[CH:4][C:3]=1[CH2:12][C:13]#[N:14].[OH-].[Na+].Cl[CH2:18][CH2:19][N:20]([CH:24]([CH3:26])[CH3:25])[CH:21]([CH3:23])[CH3:22].C(Cl)Cl>[Cl-].C([N+](CC)(CC)CC)C1C=CC=CC=1.O>[Br:1][C:2]1[C:11]2[C:6](=[CH:7][CH:8]=[CH:9][CH:10]=2)[CH:5]=[CH:4][C:3]=1[CH:12]([CH2:18][CH2:19][N:20]([CH:24]([CH3:26])[CH3:25])[CH:21]([CH3:23])[CH3:22])[C:13]#[N:14] |f:1.2,5.6|. Reported procedure: 69 Parts of α-(1-bromo-2-naphthyl)acetonitrile is stirred in 150 parts by volume of 50% sodium hydroxide and then 0.7 parts of benzyltriethylammonium chloride is added to the mixture. To this mixture is added slowly a solution of 41.82 parts of 2-chloro-N,N-diisopropylethylamine in 150 parts by volume of methylene chloride and the resulting mixture is stirred at room temperature for about 2 hours. Then, additional quantities of methylene chloride and water are added to the reaction mixture. The ... The reactants are C1CCNCC1, Cc1ccccc1, O=C(O)Cc1ccc(F)cc1, O=S(Cl)Cl. The product is O=C(Cc1ccc(F)cc1)N1CCCCC1. Reaction SMILES: [CH2:16]1[CH2:17][CH2:18][NH:19][CH2:20][CH2:21]1.[CH3:22][c:23]1[cH:24][cH:25][cH:26][cH:27][cH:28]1.[F:1][c:2]1[cH:3][cH:4][c:5]([CH2:8][C:9](=[O:10])[OH:11])[cH:6][cH:7]1.[S:12]([Cl:13])([Cl:14])=[O:15]>>[F:1][c:2]1[cH:3][cH:4][c:5]([CH2:8][C:9](=[O:11])[N:19]2[CH2:18][CH2:17][CH2:16][CH2:21][CH2:20]2)[cH:6][cH:7]1. The reactants are COC(=O)C=1N=C(C2=CC(=CC=C2C1O)SC1=CC=CC=C1)Br (1-Bromo-4-hydroxy-7-phenylsulfanyl-isoquinoline-3-carboxylic acid methyl ester), CB1OBOBO1 (methyl boroxine), C([O-])([O-])=O.[K+].[K+] (potassium carbonate). Reagents/catalysts: C=1C=CC(=CC1)[P](C=2C=CC=CC2)(C=3C=CC=CC3)[Pd]([P](C=4C=CC=CC4)(C=5C=CC=CC5)C=6C=CC=CC6)([P](C=7C=CC=CC7)(C=8C=CC=CC8)C=9C=CC=CC9)[P](C=1C=CC=CC1)(C=1C=CC=CC1)C=1C=CC=CC1 (tetrakis(triphenylphosphine)palladium). Solvent: O1CCOCC1 (1,4-dioxane). Product: COC(=O)C=1N=C(C2=CC(=CC=C2C1O)SC1=CC=CC=C1)C (4-Hydroxy-1-methyl-7-phenylsulfanyl-isoquinoline-3-carboxylic acid methyl ester). The yield is 28.2%. RXN SMILES: [CH3:1][O:2][C:3]([C:5]1[N:6]=[C:7](Br)[C:8]2[C:13]([C:14]=1[OH:15])=[CH:12][CH:11]=[C:10]([S:16][C:17]1[CH:22]=[CH:21][CH:20]=[CH:19][CH:18]=1)[CH:9]=2)=[O:4].[CH3:24]B1OBOBO1.C(=O)([O-])[O-].[K+].[K+]>O1CCOCC1.C1C=CC([P]([Pd]([P](C2C=CC=CC=2)(C2C=CC=CC=2)C2C=CC=CC=2)([P](C2C=CC=CC=2)(C2C=CC=CC=2)C2C=CC=CC=2)[P](C2C=CC=CC=2)(C2C=CC=CC=2)C2C=CC=CC=2)(C2C=CC=CC=2)C2C=CC=CC=2)=CC=1>[CH3:1][O:2][C:3]([C:5]1[N:6]=[C:7]([CH3:24])[C:8]2[C:13]([C:14]=1[OH:15])=[CH:12][CH:11]=[C:10]([S:16][C:17]1[CH:22]=[CH:21][CH:20]=[CH:19][CH:18]=1)[CH:9]=2)=[O:4] |f:2.3.4,^1:46,48,67,86|. Procedure: 1-Bromo-4-hydroxy-7-phenylsulfanyl-isoquinoline-3-carboxylic acid methyl ester (0.2 g), tetrakis(triphenylphosphine)palladium (60 mg), methyl boroxine (65 mg), and potassium carbonate in 1,4-dioxane (4 ml) were heated in a microwave reactor (sealed tube) for 10 min at 140° C. After cooling reaction mixture was concentrated and partitioned between 1 N hydrochloric acid and ethyl acetate. Organic layer dried over magnesium sulfate and filtered. Filtrate concentrated and separated by silica gel chr...